Dataset: the Open Reaction Database (ORD), a public repository of structured organic reaction records. Task: describe an organic reaction: reactants, conditions, products, and yield The reactants are C(C1=CC=CC=C1)(=O)NCC1=CCC(C(N(C1)CC(NC1C(OC(C1)=O)OCC)=O)=O)NC(=O)C1=NC=CC2=CC=CC=C12 (isoquinoline-1-carboxylic acid {6-(benzoylamino-methyl)-1-[(2-ethoxy-5-oxo-tetrahydro-furan-3-ylcarbamoyl)-methyl]-2-oxo-2,3,4,7,-tetrahydro-1H-azepin-3-yl}-amide), FC(C(=O)O)(F)F (trifluoroacetic acid). The solvent is CC#N.O (CH3CN H2O). The product is C(C1=CC=CC=C1)(=O)NCC1=CCC(C(N(C1)CC(NC1C(OC(C1)=O)O)=O)=O)NC(=O)C1=NC=CC2=CC=CC=C12 (isoquinoline-1-carboxylic acid {6-(benzoylamino-methyl)-1-[(2-hydroxy-5-oxo-tetrahydro-furan-3-ylcarbamoyl)-methyl]-2-oxo-2,3,4,7,-tetrahydro-1H-azepin-3-yl}-amide). Yield: 51.0%. RXN SMILES: [C:1]([NH:9][CH2:10][C:11]1[CH2:17][N:16]([CH2:18][C:19](=[O:30])[NH:20][CH:21]2[CH2:25][C:24](=[O:26])[O:23][CH:22]2[O:27]CC)[C:15](=[O:31])[CH:14]([NH:32][C:33]([C:35]2[C:44]3[C:39](=[CH:40][CH:41]=[CH:42][CH:43]=3)[CH:38]=[CH:37][N:36]=2)=[O:34])[CH2:13][CH:12]=1)(=[O:8])[C:2]1[CH:7]=[CH:6][CH:5]=[CH:4][CH:3]=1.FC(F)(F)C(O)=O>CC#N.O>[C:1]([NH:9][CH2:10][C:11]1[CH2:17][N:16]([CH2:18][C:19](=[O:30])[NH:20][CH:21]2[CH2:25][C:24](=[O:26])[O:23][CH:22]2[OH:27])[C:15](=[O:31])[CH:14]([NH:32][C:33]([C:35]2[C:44]3[C:39](=[CH:40][CH:41]=[CH:42][CH:43]=3)[CH:38]=[CH:37][N:36]=2)=[O:34])[CH2:13][CH:12]=1)(=[O:8])[C:2]1[CH:3]=[CH:4][CH:5]=[CH:6][CH:7]=1 |f:2.3|. Procedure: A solution of isoquinoline-1-carboxylic acid {6-(benzoylamino-methyl)-1-[(2-ethoxy-5-oxo-tetrahydro-furan-3-ylcarbamoyl)-methyl]-2-oxo-2,3,4,7,-tetrahydro-1H-azepin-3-yl}-amide, 32, as prepared in the above example, in CH3CN/H2O is treated with excess trifluoroacetic acid. The solution is stirred several hours then purified by preparative reverse phase HPLC to afford 51 mg (51% yield) of the desired product. 1H NMR (CD3OD) δ 9.15–9.12 (d, J=8.4 Hz, 1H), 8.56–8.54 (d, J=5.7 Hz, 1H), 8.08–8.04 (m,... Starting materials: C1(CC1)C1=CC(=NC=2N1N=CC2C(=O)O)C2=CC=C(C=C2)C(F)(F)F (7-cyclopropyl-5-(4-trifluoromethyl-phenyl)-pyrazolo[1,5-a]pyrimidine-3-carboxylic acid), NC=1C=C(C=CC1C)S(=O)(=O)NC(CO)(C)C (3-amino-N-(2-hydroxy-1,1-dimethyl-ethyl)-4-methyl-benzenesulfonamide). Yields the product OCC(C)(C)NS(=O)(=O)C=1C=CC(=C(C1)NC(=O)C=1C=NN2C1N=C(C=C2C2CC2)C2=CC=C(C=C2)C(F)(F)F)C (7-Cyclopropyl-5-(4-trifluoromethyl-phenyl)-pyrazolo[1,5-a]pyrimidine-3-carboxylic acid[5-(2-hydroxy-1,1-dimethyl-ethylsulfamoyl)-2-methyl-phenyl]-amide). RXN SMILES: [CH:1]1([C:4]2[N:9]3[N:10]=[CH:11][C:12]([C:13](O)=[O:14])=[C:8]3[N:7]=[C:6]([C:16]3[CH:21]=[CH:20][C:19]([C:22]([F:25])([F:24])[F:23])=[CH:18][CH:17]=3)[CH:5]=2)[CH2:3][CH2:2]1.[NH2:26][C:27]1[CH:28]=[C:29]([S:34]([NH:37][C:38]([CH3:42])([CH3:41])[CH2:39][OH:40])(=[O:36])=[O:35])[CH:30]=[CH:31][C:32]=1[CH3:33]>>[OH:40][CH2:39][C:38]([NH:37][S:34]([C:29]1[CH:30]=[CH:31][C:32]([CH3:33])=[C:27]([NH:26][C:13]([C:12]2[CH:11]=[N:10][N:9]3[C:4]([CH:1]4[CH2:2][CH2:3]4)=[CH:5][C:6]([C:16]4[CH:17]=[CH:18][C:19]([C:22]([F:25])([F:24])[F:23])=[CH:20][CH:21]=4)=[N:7][C:8]=23)=[O:14])[CH:28]=1)(=[O:36])=[O:35])([CH3:42])[CH3:41]. Procedure: The title compound was prepared from 7-cyclopropyl-5-(4-trifluoromethyl-phenyl)-pyrazolo[1,5-a]pyrimidine-3-carboxylic acid (example C.29) and 3-amino-N-(2-hydroxy-1,1-dimethyl-ethyl)-4-methyl-benzenesulfonamide (example B. 11) according to general procedure II. Pale-yellow solid. Mp 232-233° C.